From a dataset of the Open Reaction Database (ORD), a public repository of structured organic reaction records. describe an organic reaction: reactants, conditions, products, and yield Reactants: ClC=1C=C(CO)C=CC1 (3-chlorobenzyl alcohol), C(=O)(Cl)Cl (phosgene). The product is ClC(=O)OCC1=CC(=CC=C1)Cl (3-Chlorobenzyl Chloroformate). Reaction SMILES: [Cl:1][C:2]1[CH:3]=[C:4]([CH:7]=[CH:8][CH:9]=1)[CH2:5][OH:6].[C:10](Cl)([Cl:12])=[O:11]>>[Cl:12][C:10]([O:6][CH2:5][C:4]1[CH:7]=[CH:8][CH:9]=[C:2]([Cl:1])[CH:3]=1)=[O:11]. Procedure details: Prepared according to the procedure described in Example 56, Step 1, using the following starting materials: 3-chlorobenzyl alcohol and phosgene (20% in toluene). The reactants are COc1cccc([N+](=O)[O-])c1NC(=O)CBr, C1CCOC1, C1COCCN1. Product: COc1cccc([N+](=O)[O-])c1NC(=O)CN1CCOCC1. Reaction SMILES: [Br:1][CH2:2][C:3](=[O:4])[NH:5][c:6]1[c:7]([O:15][CH3:16])[cH:8][cH:9][cH:10][c:11]1[N+:12](=[O:13])[O-:14].[CH2:23]1[O:24][CH2:25][CH2:26][CH2:27]1.[O:17]1[CH2:18][CH2:19][NH:20][CH2:21][CH2:22]1>>[CH2:2]([C:3](=[O:4])[NH:5][c:6]1[c:7]([O:15][CH3:16])[cH:8][cH:9][cH:10][c:11]1[N+:12](=[O:13])[O-:14])[N:20]1[CH2:19][CH2:18][O:17][CH2:22][CH2:21]1. Reactants: BrB(Br)Br, ClCCl, COc1ccc2c(N)nccc2c1, N. Product: Nc1nccc2cc(O)ccc12. RXN SMILES: [B:1]([Br:2])([Br:3])[Br:4].[Cl:19][CH2:20][Cl:21].[NH2:5][c:6]1[n:7][cH:8][cH:9][c:10]2[cH:11][c:12]([O:16][CH3:17])[cH:13][cH:14][c:15]12.[NH3:18]>>[NH2:5][c:6]1[n:7][cH:8][cH:9][c:10]2[cH:11][c:12]([OH:16])[cH:13][cH:14][c:15]12.